Task: describe an organic reaction: reactants, conditions, products, and yield. Dataset: the Open Reaction Database (ORD), a public repository of structured organic reaction records Isolated yield 46.1%. RXN SMILES: C1(C[N:8]2[CH2:13][CH2:12][N:11]([C:14]3[CH:19]=[CH:18][CH:17]=[CH:16][N:15]=3)[C:10](=[O:20])[CH2:9]2)C=CC=CC=1.C([O-])=O.[NH4+]>[Pd].O.CO>[N:15]1[CH:16]=[CH:17][CH:18]=[CH:19][C:14]=1[N:11]1[CH2:12][CH2:13][NH:8][CH2:9][C:10]1=[O:20] |f:1.2|. Reagents/catalysts: [Pd] (palladium on carbon). Procedure: A slurry of palladium on carbon (5%, 3.6 g) in water was added to a solution of 4-phenylmethyl-1-(2-pyridinyl)piperazin-2-one (Description 150, 3.6 g, 13.48 mmol) and ammonium formate (4.25 g, 67.5 mmol) in methanol (100 mL) and the mixture was heated under reflux for 4 hours, cooled and filtered through Hyflo™, washing with methanol. The solvent was evaporated under reduced pressure and the residue was purified by flash column chromatography on silica gel eluting with CH2Cl2/MeOH (90:10), to gi... Starting materials: C1(=CC=CC=C1)CN1CC(N(CC1)C1=NC=CC=C1)=O (4-phenylmethyl-1-(2-pyridinyl)piperazin-2-one), C(=O)[O-].[NH4+] (ammonium formate). Product: N1=C(C=CC=C1)N1C(CNCC1)=O (1-(2-Pyridyl)piperazin-2-one). Run in O (water), CO (methanol). The reactants are N (ammonia), NC=1C=C(C=C(C1)N)Cl (3,5-diaminochlorobenzene), [Cu] (copper), N (ammonia). Run in ClC1=CC=CC=C1 (chlorobenzene). Product: NC1=CC(=CC(=C1)N)N (1,3,5-triaminobenzene), N (ammonia), NC=1C=C(C=C(C1)N)Cl (3,5-diaminochlorobenzene), [Cu] (copper). RXN SMILES: [NH3:1].[Cu:2].[NH2:3][C:4]1[CH:5]=[C:6]([Cl:11])[CH:7]=[C:8]([NH2:10])[CH:9]=1>ClC1C=CC=CC=1>[NH2:3][C:4]1[CH:5]=[C:6]([NH2:1])[CH:7]=[C:8]([NH2:10])[CH:9]=1.[NH3:3].[NH2:3][C:4]1[CH:5]=[C:6]([Cl:11])[CH:7]=[C:8]([NH2:10])[CH:9]=1.[Cu:2]. Procedure: An aminobenzene is produced by reacting a chlorobenzene with ammonia in the presence of a copper type catalyst, namely by reacting ammonia with 3,5-diaminochlorobenzene to produce 1,3,5-triaminobenzene at a temperature of 150° to 250° C. at a molar ratio of ammonia of 2 to 10 to 3,5-diaminochlorobenzene in the presence of a copper compound catalyst. The reactants are NC=1C(=CC(=C(C(=O)O)C1)Cl)N1CCN(CC1)C1=C(C=CC=C1)C (5-amino-2-chloro-4-(4-o-tolyl-piperazin-1-yl)-benzoic acid), O1C(=CC=C1)C(=O)Cl (furan-2-carbonyl chloride), anhydride, ClCCl (dichloromethane), C(C)(C)N(C(C)C)CC (N,N-diisopropylethylamine). Run at time 8 hour. The product is ClC1=CC(=C(C=C1C(NCC1=CC(=CC=C1)CN(C)C)=O)NC(=O)C=1OC=CC1)N1CCN(CC1)C1=C(C=CC=C1)C (furan-2-carboxylic acid [4-chloro-5-(3-dimethylaminomethyl-benzylcarbamoyl)-2-(4-o-tolyl-piperazin-1-yl)-phenyl]-amide). As a reaction SMILES: [NH2:1][C:2]1[C:3]([N:12]2[CH2:17][CH2:16][N:15]([C:18]3[CH:23]=[CH:22][CH:21]=[CH:20][C:19]=3[CH3:24])[CH2:14][CH2:13]2)=[CH:4][C:5]([Cl:11])=[C:6]([CH:10]=1)[C:7]([OH:9])=O.ClCCl.[CH:28]([N:31]([CH2:35][CH3:36])[CH:32](C)C)(C)C.[O:37]1[CH:41]=[CH:40][CH:39]=[C:38]1[C:42](Cl)=[O:43]>>[Cl:11][C:5]1[C:6]([C:7](=[O:9])[NH:15][CH2:18][C:19]2[CH:20]=[CH:21][CH:22]=[C:36]([CH2:35][N:31]([CH3:28])[CH3:32])[CH:24]=2)=[CH:10][C:2]([NH:1][C:42]([C:38]2[O:37][CH:41]=[CH:40][CH:39]=2)=[O:43])=[C:3]([N:12]2[CH2:13][CH2:14][N:15]([C:18]3[CH:23]=[CH:22][CH:21]=[CH:20][C:19]=3[CH3:24])[CH2:16][CH2:17]2)[CH:4]=1. Procedure: In a 40 ml scintillation vial equipped with a magnetic stir bar and fitted with a nitrogen inlet, the 5-amino-2-chloro-4-(4-o-tolyl-piperazin-1-yl)-benzoic acid 14a (107.50 mg, 0.31 mmol) was taken up in clean, dry, reagent grade dichloromethane (5.00 ml, 77.53 mmol) and the mixture was stirred until all solids were in solution. To this stirred solution was added the N,N-diisopropylethylamine (0.16 ml, 0.92 mmol) followed by the furan-2-carbonyl chloride (0.04 ml, 0.41 mmol) and the reaction was...